Dataset: the Open Reaction Database (ORD), a public repository of structured organic reaction records. Task: describe an organic reaction: reactants, conditions, products, and yield Reactants: N1=CC(=CC=C1)C=CCNC(C(F)(F)F)=O (3-(3-pyridyl)[-allyl]-2,2,2-trifluoroacetamide), CC(=O)C (acetone), Cl (hydrochloric acid). The product is C(C=C)N(C(C(F)(F)F)=O)CC=CC=1C=NC=CC1 (N-allyl-N-[3- (3-pyridyl)allyl]-2,2,2-trifluoroacetamide), 2,2,2-trifluoro-1-[exo-6-(3-pyridyl) -3-azabicyclo[3.2.0]hept-3-yl]ethanone. Yield: 26.0%. As a reaction SMILES: [N:1]1[CH:6]=[CH:5][CH:4]=[C:3]([CH:7]=[CH:8][CH2:9][NH:10][C:11](=[O:16])[C:12]([F:15])([F:14])[F:13])[CH:2]=1.Cl.[CH3:18][C:19]([CH3:21])=O>>[CH2:21]([N:10]([CH2:9][CH:8]=[CH:7][C:3]1[CH:2]=[N:1][CH:6]=[CH:5][CH:4]=1)[C:11](=[O:16])[C:12]([F:14])([F:15])[F:13])[CH:19]=[CH2:18]. Procedure details: 14.0 g (51.8 mmol) of N-allyl-N-[3-(3-pyridyl)[-allyl]-2,2,2-trifluoroacetamide were dissolved in 1.40 ml of acetone, and 30 ml of 10% strength aqueous hydrochloric acid were added and the mixture was irradiated under nitrogen in a boro-silicate glass apparatus at room temperature with a 150 watt high-pressure mercury lamp for 48 h. The reaction solution was then concentrated, taken up in 150 ml of water and adjusted to pH 8-9 with aqueous ammonia solution. The aqueous phase was extracted twice ...